This data is from the Open Reaction Database (ORD), a public repository of structured organic reaction records. The task is: describe an organic reaction: reactants, conditions, products, and yield Starting materials: C[C@H]1C[C@H]2[C@@H]3CCC([C@@]3(C)CC[C@@H]2[C@]2(CCC(C=C12)=O)CO[Si](C)(C)C)=O (6α-methyl-19-trimethylsiloxy-4-androstene-3,17-dione), C1(=CC=CC=C1)[Si](OC[C@]12CCC(C=C1CC[C@H]1[C@@H]3CCC([C@@]3(C)CC[C@H]21)=O)=O)(C2=CC=CC=C2)C2=CC=CC=C2 (19-triphenylsiloxy-4-androstene-3,17-dione), C[C@@H]1CC(C=C2CC[C@H]3[C@@H]4CCC([C@@]4(C)CC[C@@H]3[C@@]12CO[Si](C)(C)C)=O)=O (1β-methyl-19-trimethylsiloxy-4-androstene-3,17-dione), C[Si](OC[C@]12CCC(C=C1CC[C@H]1[C@@H]3CCC([C@@]3(C)CC[C@H]21)=O)=O)(C)C (19-trimethylsiloxy-4-androstene-3,17-dione). The product is C[C@@H]1CC(CC2=CC[C@H]3[C@@H]4CCC([C@@]4(C)CC[C@@H]3[C@@]12CO[Si](C)(C)C)=O)=O (1β-methyl-19-trimethylsiloxy-5-androstene-3,17-dione), CC=1C[C@H]2[C@@H]3CCC([C@@]3(C)CC[C@@H]2[C@]2(CCC(CC12)=O)CO[Si](C)(C)C)=O (6-methyl-19-trimethylsiloxy-5-androstene-3,17-dione), C1(=CC=CC=C1)[Si](OC[C@]12CCC(CC1=CC[C@H]1[C@@H]3CCC([C@@]3(C)CC[C@H]21)=O)=O)(C2=CC=CC=C2)C2=CC=CC=C2 (19-triphenylsiloxy-5-androstene-3,17-dione). Reaction SMILES: [CH3:1][C@H:2]1[C@@:19]2([CH2:20][O:21][Si:22]([CH3:25])([CH3:24])[CH3:23])[C:6]([CH2:7][CH2:8][C@@H:9]3[C@@H:18]2[CH2:17][CH2:16][C@@:14]2([CH3:15])[C@H:10]3[CH2:11][CH2:12][C:13]2=[O:26])=[CH:5][C:4](=[O:27])[CH2:3]1.[CH3:28][C@@H:29]1[C:46]2[C@:41]([CH2:48][O:49][Si:50]([CH3:53])([CH3:52])[CH3:51])([CH2:42][CH2:43][C:44](=[O:47])[CH:45]=2)[C@@H:40]2[C@H:31]([C@H:32]3[C@@:36]([CH2:38][CH2:39]2)([CH3:37])[C:35](=[O:54])[CH2:34][CH2:33]3)[CH2:30]1.[C:55]1([Si:61]([C:90]2[CH:95]=[CH:94][CH:93]=[CH:92][CH:91]=2)([C:84]2[CH:89]=[CH:88][CH:87]=[CH:86][CH:85]=2)[O:62][CH2:63][C@@:64]23[C@@H:81]4[C@H:72]([C@H:73]5[C@@:77]([CH2:79][CH2:80]4)([CH3:78])[C:76](=[O:82])[CH2:75][CH2:74]5)[CH2:71][CH2:70][C:69]2=[CH:68][C:67](=[O:83])[CH2:66][CH2:65]3)[CH:60]=[CH:59][CH:58]=[CH:57][CH:56]=1.C[Si](C)(C)OC[C@@]12[C@@H]3[C@H]([C@H]4[C@@](CC3)(C)C(=O)CC4)CCC1=CC(=O)CC2>>[CH3:1][C@H:2]1[C@@:19]2([CH2:20][O:21][Si:22]([CH3:25])([CH3:24])[CH3:23])[C:6](=[CH:7][CH2:8][C@@H:9]3[C@@H:18]2[CH2:17][CH2:16][C@@:14]2([CH3:15])[C@H:10]3[CH2:11][CH2:12][C:13]2=[O:26])[CH2:5][C:4](=[O:27])[CH2:3]1.[CH3:28][C:29]1[CH2:30][C@@H:31]2[C@@H:40]([C@:41]3([CH2:48][O:49][Si:50]([CH3:51])([CH3:53])[CH3:52])[C:46]=1[CH2:45][C:44](=[O:47])[CH2:43][CH2:42]3)[CH2:39][CH2:38][C@@:36]1([CH3:37])[C@H:32]2[CH2:33][CH2:34][C:35]1=[O:54].[C:84]1([Si:61]([C:90]2[CH:91]=[CH:92][CH:93]=[CH:94][CH:95]=2)([C:55]2[CH:60]=[CH:59][CH:58]=[CH:57][CH:56]=2)[O:62][CH2:63][C@@:64]23[C@@H:81]4[C@H:72]([C@H:73]5[C@@:77]([CH2:79][CH2:80]4)([CH3:78])[C:76](=[O:82])[CH2:75][CH2:74]5)[CH2:71][CH:70]=[C:69]2[CH2:68][C:67](=[O:83])[CH2:66][CH2:65]3)[CH:85]=[CH:86][CH:87]=[CH:88][CH:89]=1. Procedure: Substituting 1β-methyl-19-trimethylsiloxy-4-androstene-3,17-dione, 6α-methyl-19-trimethylsiloxy-4-androstene-3,17-dione and 19-triphenylsiloxy-4-androstene-3,17-dione for the 19-trimethylsiloxy-4-androstene-3,17-dione above results in the preparation of 1β-methyl-19-trimethylsiloxy-5-androstene-3,17-dione, 6-methyl-19-trimethylsiloxy-5-androstene-3,17-dione and 19-triphenylsiloxy-5-androstene-3,17-dione, respectively. Reactants: [C-]#[N+]C(C(=O)OC(C)(C)C)P(=O)(OCC)OCC, C1CCOC1, S. Product: CCOP(=O)(OCC)C(NC=S)C(=O)OC(C)(C)C. RXN SMILES: [C:2]([CH3:3])([CH3:4])([CH3:5])[O:6][C:7]([CH:8]([N+:9]#[C-:10])[P:11](=[O:12])([O:13][CH2:14][CH3:15])[O:16][CH2:17][CH3:18])=[O:19].[O:20]1[CH2:21][CH2:22][CH2:23][CH2:24]1.[SH2:1]>>[S:1]=[CH:10][NH:9][CH:8]([C:7]([O:6][C:2]([CH3:3])([CH3:4])[CH3:5])=[O:19])[P:11](=[O:12])([O:13][CH2:14][CH3:15])[O:16][CH2:17][CH3:18].